This data is from the Open Reaction Database (ORD), a public repository of structured organic reaction records. The task is: describe an organic reaction: reactants, conditions, products, and yield Reactants: COC1=C(CN(S(=O)(=O)C2=C(C=C(C(=C2)F)O[C@@H]2[C@H](CCC(C2)(C)C)C2=CC=NN2C)F)C2=NC=NC=C2)C=CC(=C1)OC (N-(2,4-dimethoxybenzyl)-4-{[(1S*,2R*)-5,5-dimethyl-2-(1-methyl-1H-pyrazol-5-yl)cyclohexyl]oxy}-2,5-difluoro-N-(pyrimidin-4-yl)benzenesulfonamide), C(C)[SiH](CC)CC (triethylsilane), FC(C(=O)O)(F)F (trifluoroacetic acid). Solvent: ClCCl (dichloromethane). Product: CC1(CC[C@@H]([C@H](C1)OC1=CC(=C(C=C1F)S(=O)(=O)NC1=NC=NC=C1)F)C1=CC=NN1C)C (4-{[(1S*,2R*)-5,5-Dimethyl-2-(1-methyl-1H-pyrazol-5-yl)cyclohexyl]oxy}-2,5-difluoro-N-(pyrimidin-4-yl)benzenesulfonamide). Isolated yield 92.2%. As a reaction SMILES: COC1C=C(OC)C=CC=1C[N:6]([C:33]1[CH:38]=[CH:37][N:36]=[CH:35][N:34]=1)[S:7]([C:10]1[CH:15]=[C:14]([F:16])[C:13]([O:17][C@H:18]2[CH2:23][C:22]([CH3:25])([CH3:24])[CH2:21][CH2:20][C@@H:19]2[C:26]2[N:30]([CH3:31])[N:29]=[CH:28][CH:27]=2)=[CH:12][C:11]=1[F:32])(=[O:9])=[O:8].C([SiH](CC)CC)C.FC(F)(F)C(O)=O>ClCCl>[CH3:24][C:22]1([CH3:25])[CH2:23][C@H:18]([O:17][C:13]2[C:14]([F:16])=[CH:15][C:10]([S:7]([NH:6][C:33]3[CH:38]=[CH:37][N:36]=[CH:35][N:34]=3)(=[O:8])=[O:9])=[C:11]([F:32])[CH:12]=2)[C@@H:19]([C:26]2[N:30]([CH3:31])[N:29]=[CH:28][CH:27]=2)[CH2:20][CH2:21]1. Reported procedure: The reaction and aftertreatment were conducted in the same manner as in Example 1b by using the N-(2,4-dimethoxybenzyl)-4-{[(1S*,2R*)-5,5-dimethyl-2-(1-methyl-1H-pyrazol-5-yl)cyclohexyl]oxy}-2,5-difluoro-N-(pyrimidin-4-yl)benzenesulfonamide (100 mg, 0.159 mmol) prepared in Example 72e, triethylsilane (0.20 mL), trifluoroacetic acid (2.0 mL) and dichloromethane (2.0 mL), to yield the title compound (70 mg, 92%) as a colorless solid. The reactants are [Br-], CCCCc1cc(Cl)c2ccccc2n1, COC(=O)c1ccccc1-c1ccc([Zn]C)cc1, C1CCOC1, [Zn]. Yields the product CCCCc1cc(Cc2ccc(-c3ccccc3C(=O)OC)cc2)c2ccccc2n1. As a reaction SMILES: [Br-:16].[CH2:1]([CH2:2][CH2:3][CH3:4])[c:5]1[n:6][c:7]2[cH:8][cH:9][cH:10][cH:11][c:12]2[c:13]([Cl:15])[cH:14]1.[CH3:17][O:18][C:19](=[O:20])[c:21]1[c:22](-[c:27]2[cH:28][cH:29][c:30]([Zn:33][CH3:34])[cH:31][cH:32]2)[cH:23][cH:24][cH:25][cH:26]1.[O:35]1[CH2:36][CH2:39][CH2:38][CH2:37]1.[Zn:40]>>[CH2:1]([CH2:2][CH2:3][CH3:4])[c:5]1[n:6][c:7]2[cH:8][cH:9][cH:10][cH:11][c:12]2[c:13]([CH2:36][c:30]2[cH:29][cH:28][c:27](-[c:22]3[c:21]([C:19]([O:18][CH3:17])=[O:20])[cH:26][cH:25][cH:24][cH:23]3)[cH:32][cH:31]2)[cH:14]1.